Dataset: the Open Reaction Database (ORD), a public repository of structured organic reaction records. Task: describe an organic reaction: reactants, conditions, products, and yield Reactants: BrCc1ccccc1, O=C([O-])[O-], CCC(C)=O, O=c1c2ccc(Cl)cc2[nH]n2cccc12, [K+], [K+]. The product is O=c1c2ccc(Cl)cc2n(Cc2ccccc2)n2cccc12. Reaction SMILES: [Br:22][CH2:23][c:24]1[cH:25][cH:26][cH:27][cH:28][cH:29]1.[C:16](=[O:17])([O-:18])[O-:19].[CH3:30][C:31](=[O:32])[CH2:33][CH3:34].[Cl:1][c:2]1[cH:3][cH:4][c:5]2[c:6](=[O:15])[c:7]3[n:8]([nH:9][c:10]2[cH:11]1)[cH:12][cH:13][cH:14]3.[K+:20].[K+:21]>>[Cl:1][c:2]1[cH:3][cH:4][c:5]2[c:6](=[O:15])[c:7]3[n:8]([n:9]([CH2:23][c:24]4[cH:25][cH:26][cH:27][cH:28][cH:29]4)[c:10]2[cH:11]1)[cH:12][cH:13][cH:14]3. The reactants are COC(=O)c1cc(N)cc([N+](=O)[O-])c1, O=C(Cl)CCCCCl, ClCCl. The product is COC(=O)c1cc(NC(=O)CCCCCl)cc([N+](=O)[O-])c1. Reaction SMILES: [CH3:9][O:10][C:11]([c:12]1[cH:13][c:14]([NH2:21])[cH:15][c:16]([N+:18](=[O:19])[O-:20])[cH:17]1)=[O:22].[Cl:1][CH2:2][CH2:3][CH2:4][CH2:5][C:6](=[O:7])[Cl:8].[Cl:23][CH2:24][Cl:25]>>[Cl:1][CH2:2][CH2:3][CH2:4][CH2:5][C:6](=[O:7])[NH:21][c:14]1[cH:13][c:12]([C:11]([O:10][CH3:9])=[O:22])[cH:17][c:16]([N+:18](=[O:19])[O-:20])[cH:15]1.